From a dataset of the Open Reaction Database (ORD), a public repository of structured organic reaction records. describe an organic reaction: reactants, conditions, products, and yield Reaction SMILES: [CH2:1]([O:3][C:4](=[O:2])[c:6]1[n:7][o:8][c:9]([CH2:11][O:12][Si:13]([CH3:14])([CH3:15])[C:16]([CH3:17])([CH3:18])[CH3:19])[cH:10]1)[CH3:5].[CH3:23][CH2:24][OH:25].[NH2:21][NH2:22].[OH2:20]>>[O:3]=[C:4]([c:6]1[n:7][o:8][c:9]([CH2:11][O:12][Si:13]([CH3:14])([CH3:15])[C:16]([CH3:17])([CH3:18])[CH3:19])[cH:10]1)[NH:21][NH2:22]. Yields the product CC(C)(C)[Si](C)(C)OCc1cc(C(=O)NN)no1. The reactants are CCOC(=O)c1cc(CO[Si](C)(C)C(C)(C)C)on1, CCO, NN, O. Starting materials: O (water), N[C@H]([C@H](O)C1=CC=C(C=C1)O)C ((1R,2S)-2-Amino-1-(4-hydroxyphenyl)propan-1-ol), BrCCC1=C(C=C(OC(C(=O)OCC)(C)C)C=C1)Cl (ethyl 2-[4-(2-bromoethyl)-3-chlorophenoxy]-2-methyl-propionate), C(C)(C)N(C(C)C)CC (N,N-diisopropylethylamine). Solvent: CN(C=O)C (N,N-dimethylformamide). Reaction conditions: temperature 80 celsius, time 2.5 hour. Yields the product ClC=1C=C(OC(C(=O)OCC)(C)C)C=CC1CCN[C@H]([C@@H](C1=CC=C(C=C1)O)O)C (ethyl 2-[3-chloro-4-[2-[[(1S,2R)-2-hydroxy-2-(4-hydroxyphenyl)-1-methylethyl]amino]ethyl]phenoxy]-2-methylpropionate). Isolated yield 53.7%. Reaction SMILES: [NH2:1][C@@H:2]([CH3:12])[C@@H:3]([C:5]1[CH:10]=[CH:9][C:8]([OH:11])=[CH:7][CH:6]=1)[OH:4].Br[CH2:14][CH2:15][C:16]1[CH:30]=[CH:29][C:19]([O:20][C:21]([CH3:28])([CH3:27])[C:22]([O:24][CH2:25][CH3:26])=[O:23])=[CH:18][C:17]=1[Cl:31].C(N(CC)C(C)C)(C)C.O>CN(C)C=O>[Cl:31][C:17]1[CH:18]=[C:19]([CH:29]=[CH:30][C:16]=1[CH2:15][CH2:14][NH:1][C@@H:2]([CH3:12])[C@H:3]([OH:4])[C:5]1[CH:10]=[CH:9][C:8]([OH:11])=[CH:7][CH:6]=1)[O:20][C:21]([CH3:28])([CH3:27])[C:22]([O:24][CH2:25][CH3:26])=[O:23]. Procedure: (1R,2S)-2-Amino-1-(4-hydroxyphenyl)propan-1-ol (70 mg) and ethyl 2-[4-(2-bromoethyl)-3-chlorophenoxy]-2-methyl-propionate (147 mg) were dissolved in N,N-dimethylformamide (2 ml), N,N-diisopropylethylamine (118 μl) was added to the solution, and the mixture was stirred for 2.5 hours at 80° C. After the reaction mixture was cooled, water was added to the reaction mixture, and the resulting mixture was extracted with ethyl acetate. The extract was washed with water and dried over anhydrous magnesiu... Reactants: [O-][N+]1=C(C=CC=C1)NCCCO (3-[N-(1-oxido-2-pyridinyl)amino] propanol), ClC(=O)OCC1=CC=CC=C1 (benzyl chloroformate). The product is C(C1=CC=CC=C1)OC(=O)N(C1=[N+](C=CC=C1)[O-])CCCO (3-[N-benzyloxycarbonyl-N-(1-oxido-2-pyridinyl)amino] propanol). Reaction SMILES: [O-:1][N+:2]1[CH:7]=[CH:6][CH:5]=[CH:4][C:3]=1[NH:8][CH2:9][CH2:10][CH2:11][OH:12].Cl[C:14]([O:16][CH2:17][C:18]1[CH:23]=[CH:22][CH:21]=[CH:20][CH:19]=1)=[O:15]>>[CH2:17]([O:16][C:14]([N:8]([CH2:9][CH2:10][CH2:11][OH:12])[C:3]1[CH:4]=[CH:5][CH:6]=[CH:7][N+:2]=1[O-:1])=[O:15])[C:18]1[CH:23]=[CH:22][CH:21]=[CH:20][CH:19]=1. Reported procedure: 3-[N-benzyloxycarbonyl-N-(1-oxido-2-pyridinyl)amino] propanol was prepared by reaction of 3-[N-(1-oxido-2-pyridinyl)amino] propanol (obtained as described in MILLER, W. H. et al. Bioorg. Med. Chem. Lett. 1999, 9 1807-1812) with benzyl chloroformate according to the standard procedure. Reaction SMILES: [CH2:23]1[CH2:24][NH:25][CH2:26][CH2:27][NH:28]1.[Cl:1][c:2]1[n:3][c:4]2[cH:5][cH:6][c:7]([CH3:22])[c:8]([NH:12][C:13]([CH2:14][CH:15]3[CH2:16][CH2:17][CH2:18][CH2:19][CH2:20]3)=[O:21])[c:9]2[cH:10][cH:11]1>>[c:2]1([N:25]2[CH2:24][CH2:23][NH:28][CH2:27][CH2:26]2)[n:3][c:4]2[cH:5][cH:6][c:7]([CH3:22])[c:8]([NH:12][C:13]([CH2:14][CH:15]3[CH2:16][CH2:17][CH2:18][CH2:19][CH2:20]3)=[O:21])[c:9]2[cH:10][cH:11]1. The reactants are C1CNCCN1, Cc1ccc2nc(Cl)ccc2c1NC(=O)CC1CCCCC1. Product: Cc1ccc2nc(N3CCNCC3)ccc2c1NC(=O)CC1CCCCC1. Reactants: [N+](=O)([O-])C1=CC=C(C=C1)SC=1C=C(C(=O)O)C=CC1 (3-[(4-nitrophenyl)thio]benzoic acid). Reagents/catalysts: [Pd] (Pd/C). The solvent is C(C)O (ethanol). Conditions: time 24 hour. The product is NC1=CC=C(C=C1)SC=1C=C(C(=O)O)C=CC1 (3-[(4-Aminophenyl)thio]Benzoic Acid). As a reaction SMILES: [N+:1]([C:4]1[CH:9]=[CH:8][C:7]([S:10][C:11]2[CH:12]=[C:13]([CH:17]=[CH:18][CH:19]=2)[C:14]([OH:16])=[O:15])=[CH:6][CH:5]=1)([O-])=O>C(O)C.[Pd]>[NH2:1][C:4]1[CH:9]=[CH:8][C:7]([S:10][C:11]2[CH:12]=[C:13]([CH:17]=[CH:18][CH:19]=2)[C:14]([OH:16])=[O:15])=[CH:6][CH:5]=1. Procedure details: A mixture of 3-[(4-nitrophenyl)thio]benzoic acid (11.2 g, 40.7 mmol) and 10% Pd/C (0.5 g) in ethanol (250 mL) was hydrogenated at atmospheric temperature and pressure for 24 h. The mixture was filtered through Celite and concentrated in vacuo to give the required aniline as a solid. Reactants: C(CC(C)C)N1C=C(C=C1C(=O)NC1=CN(C(=C1)C(=O)NCCCN1CCN(CC1)C)C)NC(=O)C=1N(C=C(C1)[N+](=O)[O-])C (N-[1-Isopentyl-5-({[1-methyl-5-({[3-(4-methyl-1-piperazinyl)propyl]-amino}carbonyl)-1H-pyrrol-3-yl]amino}carbonyl)-1H-pyrrol-3-yl]-1-methyl-4-nitro-1H-pyrrole-2-carboxamide), C(C)O (ethanol). Reagents/catalysts: [Pd] (Pd/C). Conditions: time 3 hour. Yields the product C(=O)NC=1C=C(N(C1)C)C(=O)NC1=CN(C(=C1)C(=O)NC1=CN(C(=C1)C(=O)NCCCN1CCN(CC1)C)C)CCC(C)C (4-(Formylamino)-N-[1-isopentyl-5-({[1-methyl-5-({[3-(4-methyl-1-piperazinyl)propyl]amino}carbonyl)-1H-pyrrol-3-yl]amino}carbonyl)-1H-pyrrol-3-yl]-1-methyl-1H-pyrrole-2-carboxamide). Isolated yield 53.0%. As a reaction SMILES: [CH2:1]([N:6]1[C:10]([C:11]([NH:13][C:14]2[CH:18]=[C:17]([C:19]([NH:21][CH2:22][CH2:23][CH2:24][N:25]3[CH2:30][CH2:29][N:28]([CH3:31])[CH2:27][CH2:26]3)=[O:20])[N:16]([CH3:32])[CH:15]=2)=[O:12])=[CH:9][C:8]([NH:33][C:34]([C:36]2[N:37]([CH3:44])[CH:38]=[C:39]([N+:41]([O-])=O)[CH:40]=2)=[O:35])=[CH:7]1)[CH2:2][CH:3]([CH3:5])[CH3:4].[CH2:45]([OH:47])C>[Pd]>[CH:45]([NH:41][C:39]1[CH:40]=[C:36]([C:34]([NH:33][C:8]2[CH:9]=[C:10]([C:11]([NH:13][C:14]3[CH:18]=[C:17]([C:19]([NH:21][CH2:22][CH2:23][CH2:24][N:25]4[CH2:26][CH2:27][N:28]([CH3:31])[CH2:29][CH2:30]4)=[O:20])[N:16]([CH3:32])[CH:15]=3)=[O:12])[N:6]([CH2:1][CH2:2][CH:3]([CH3:4])[CH3:5])[CH:7]=2)=[O:35])[N:37]([CH3:44])[CH:38]=1)=[O:47]. Procedure details: N-[1-Isopentyl-5-({[1-methyl-5-({[3-(4-methyl-1-piperazinyl)propyl]-amino}carbonyl)-1H-pyrrol-3-yl]amino}carbonyl)-1H-pyrrol-3-yl]-1-methyl-4-nitro-1H-pyrrole-2-carboxamide (120 mg, 0.197 mmol; see step (ii) above) was dissolved in ethanol (20 mL) to which Pd/C-10% (77 mg) was added at 0° C. under N2 with stirring. The reaction mixture was hydrogenated for 3 h at room temperature and atmospheric pressure. The catalyst was removed over Kieselguhr and ethyl formate (20 mL) was added to the ethanol...